This data is from the Open Reaction Database (ORD), a public repository of structured organic reaction records. The task is: describe an organic reaction: reactants, conditions, products, and yield Reactants: ClC1=CC=NC2=CC(=CC=C12)Cl (4,7-dichloroquinoline), C[C@H]1[C@H](C[C@H]([C@H](C1)N)C)N ((1S,2R,4S,5R)-2,5-dimethylcyclohexane-1,4-diamine). Reaction conditions: temperature 150 celsius. Product: ClC1=CC=C2C(=CC=NC2=C1)N[C@@H]1[C@@H](C[C@@H]([C@@H](C1)C)N)C ((1S,2R,4S,5R)-N-(7-chloroquinolin-4-yl)-2,5-dimethylcyclohexane-1,4-diamine). As a reaction SMILES: Cl[C:2]1[C:11]2[C:6](=[CH:7][C:8]([Cl:12])=[CH:9][CH:10]=2)[N:5]=[CH:4][CH:3]=1.[CH3:13][C@@H:14]1[CH2:19][C@H:18]([NH2:20])[C@H:17]([CH3:21])[CH2:16][C@@H:15]1[NH2:22]>>[Cl:12][C:8]1[CH:7]=[C:6]2[C:11]([C:2]([NH:20][C@H:18]3[CH2:19][C@@H:14]([CH3:13])[C@@H:15]([NH2:22])[CH2:16][C@H:17]3[CH3:21])=[CH:3][CH:4]=[N:5]2)=[CH:10][CH:9]=1. Procedure: A mixture of 4,7-dichloroquinoline (500 mg, 2.5 mmol) and (1S,2R,4S,5R)-2,5-dimethylcyclohexane-1,4-diamine (750 mg, 5.2 mmol) was heated at 150° C. for 5 hours, cooled to room temperature, and flash chromatographed through silica gel column with dichloromethane and methanol (3:1 ratio by vol) to provide the titled compound. MS(ESI(+)Q1MS m/z 304 (M+H)+).